Task: describe an organic reaction: reactants, conditions, products, and yield. Dataset: the Open Reaction Database (ORD), a public repository of structured organic reaction records Reactants: [OH-].[Na+] (NaOH), O.Cl.ClC=1C=C(C=CC1Cl)C(CN(C(C1=CC=CC=C1)=O)C)CCN1CCC(CC1)(C1=CC=CC=C1)COC(=O)NCC.O.O.ClC=1C=C(C=CC1Cl)C(CN(C(C1=CC=CC=C1)=O)C)CCN1CCC(CC1)(COC(=O)NCC)C1=CC=CC=C1.Cl (N-[2-(3,4-Dichlorophenyl)-4-[4-(ethylaminocarbonyloxymethyl)-4-phenyl-1-piperidyl]butyl]-N-methylbenzamide hydrochloride sesquihydrate), C(=O)([O-])[O-].[K+].[K+] (K2CO3). Solvent: O (water), C(C)#N (acetonitrile), Cl (hydrogen chloride). Yields the product O.Cl.ClC=1C=C(C=CC1Cl)C(CN(C(C1=CC=CC=C1)=O)C)CCN1CCC(CC1)(C1=CC=CC=C1)NC=O.ClC=1C=C(C=CC1Cl)C(CN(C(C1=CC=CC=C1)=O)C)CCN1CCC(CC1)(NC=O)C1=CC=CC=C1.Cl (N-[2-(3,4-Dichlorophenyl)-4-[4-(formylamino)-4-phenyl-1-piperidyl]butyl]-N-methylbenzamide hydrochloride hemihydrate). Isolated yield 203.5%. As a reaction SMILES: [OH-].[Na+].O.Cl.[Cl:5][C:6]1[CH:7]=[C:8]([CH:13]([CH2:25][CH2:26][N:27]2[CH2:32][CH2:31][C:30](COC(NCC)=O)([C:33]3[CH:38]=[CH:37][CH:36]=[CH:35][CH:34]=3)[CH2:29][CH2:28]2)[CH2:14][N:15]([CH3:24])[C:16](=[O:23])[C:17]2[CH:22]=[CH:21][CH:20]=[CH:19][CH:18]=2)[CH:9]=[CH:10][C:11]=1[Cl:12].O.O.[Cl:48]C1C=C(C(CCN2CCC(C3C=CC=CC=3)(COC(NCC)=O)CC2)C[N:58](C)[C:59](=[O:66])C2C=CC=CC=2)C=CC=1Cl.Cl.C([O-])([O-])=O.[K+].[K+]>O.C(#N)C.Cl>[OH2:23].[ClH:5].[Cl:5][C:6]1[CH:7]=[C:8]([CH:13]([CH2:25][CH2:26][N:27]2[CH2:28][CH2:29][C:30]([NH:58][CH:59]=[O:66])([C:33]3[CH:34]=[CH:35][CH:36]=[CH:37][CH:38]=3)[CH2:31][CH2:32]2)[CH2:14][N:15]([CH3:24])[C:16](=[O:23])[C:17]2[CH:18]=[CH:19][CH:20]=[CH:21][CH:22]=2)[CH:9]=[CH:10][C:11]=1[Cl:12].[Cl:5][C:6]1[CH:7]=[C:8]([CH:13]([CH2:25][CH2:26][N:27]2[CH2:28][CH2:29][C:30]([C:33]3[CH:38]=[CH:37][CH:36]=[CH:35][CH:34]=3)([NH:58][CH:59]=[O:66])[CH2:31][CH2:32]2)[CH2:14][N:15]([CH3:24])[C:16](=[O:23])[C:17]2[CH:22]=[CH:21][CH:20]=[CH:19][CH:18]=2)[CH:9]=[CH:10][C:11]=1[Cl:12].[ClH:48] |f:0.1,2.3.4.5.6.7.8,9.10.11,15.16.17.18.19|. Reported procedure: 0.55 g of the compound obtained in PREPARATION 1.3 is dissolved in water, the mixture is alkalinized by adding concentrated NaOH solution, the product is extracted with DCM, the organic phase is dried over MgSO4 and the solvent is evaporated off under vacuum. The product obtained is taken up in 20 ml of acetonitrile, 0.85 g of the compound obtained in step C of EXAMPLE 15 and 1 g of K2CO3 are added and the reaction mixture is heated to reflux for 2 hours 30 minutes. It is concentrated under vacu...